This data is from the Open Reaction Database (ORD), a public repository of structured organic reaction records. The task is: describe an organic reaction: reactants, conditions, products, and yield RXN SMILES: [Cl:47][CH2:48][Cl:49].[Cl:8][c:9]1[c:10]([O:37][c:38]2[cH:39][c:40]([Cl:46])[cH:41][c:42]([C:44]#[N:45])[cH:43]2)[c:11]([F:36])[c:12]([CH2:15][NH:16][C:17](=[O:18])[c:19]2[nH:20][c:21]3[c:22]([NH:28][C:29](=[O:30])[O:31][C:32]([CH3:33])([CH3:34])[CH3:35])[cH:23][cH:24][cH:25][c:26]3[cH:27]2)[cH:13][cH:14]1.[OH:1][C:2]([C:3]([F:4])([F:5])[F:6])=[O:7]>>[Cl:8][c:9]1[c:10]([O:37][c:38]2[cH:39][c:40]([Cl:46])[cH:41][c:42]([C:44]#[N:45])[cH:43]2)[c:11]([F:36])[c:12]([CH2:15][NH:16][C:17](=[O:18])[c:19]2[nH:20][c:21]3[c:22]([NH2:28])[cH:23][cH:24][cH:25][c:26]3[cH:27]2)[cH:13][cH:14]1. Product: N#Cc1cc(Cl)cc(Oc2c(Cl)ccc(CNC(=O)c3cc4cccc(N)c4[nH]3)c2F)c1. The reactants are ClCCl, CC(C)(C)OC(=O)Nc1cccc2cc(C(=O)NCc3ccc(Cl)c(Oc4cc(Cl)cc(C#N)c4)c3F)[nH]c12, O=C(O)C(F)(F)F.